From a dataset of the Open Reaction Database (ORD), a public repository of structured organic reaction records. describe an organic reaction: reactants, conditions, products, and yield The reactants are CC(C)(C)OC(=O)NC(C)(C=CCC#N)C(=O)O, Cl, [K]. The product is Cl, CC(N)(C=CCC#N)C(=O)O. Reaction SMILES: [C:2]([O:3][C:4](=[O:5])[NH:9][C:10]([C:11](=[O:12])[OH:13])([CH:14]=[CH:15][CH2:16][C:17]#[N:18])[CH3:19])([CH3:6])([CH3:7])[CH3:8].[ClH:20].[K:1]>>[ClH:20].[NH2:9][C:10]([C:11](=[O:12])[OH:13])([CH:14]=[CH:15][CH2:16][C:17]#[N:18])[CH3:19].